From a dataset of the Open Reaction Database (ORD), a public repository of structured organic reaction records. describe an organic reaction: reactants, conditions, products, and yield The reactants are O (water), C(C1=CC=CC=C1)OC(C1=C(C=C(C(=C1)Br)OCC1=CC=CC=C1)OCC1=CC=CC=C1)=O (2,4-bis-benzyloxy-5-bromo-benzoic acid benzyl ester), potassium isopropenyl trifluoroborate, C([O-])([O-])=O.[Cs+].[Cs+] (caesium carbonate), C1CCOC1 (THF). Reagents/catalysts: C=1C=CC(=CC1)[P](C=2C=CC=CC2)(C=3C=CC=CC3)[Pd]([P](C=4C=CC=CC4)(C=5C=CC=CC5)C=6C=CC=CC6)([P](C=7C=CC=CC7)(C=8C=CC=CC8)C=9C=CC=CC9)[P](C=1C=CC=CC1)(C=1C=CC=CC1)C=1C=CC=CC1 (Pd(PPh3)4). Yields the product C(C1=CC=CC=C1)OC(C1=C(C=C(C(=C1)C(=C)C)OCC1=CC=CC=C1)OCC1=CC=CC=C1)=O (2,4-bis-benzyloxy-5-isopropenyl-benzoic acid benzyl ester). Reaction SMILES: [CH2:1]([O:8][C:9](=[O:33])[C:10]1[CH:15]=[C:14](Br)[C:13]([O:17][CH2:18][C:19]2[CH:24]=[CH:23][CH:22]=[CH:21][CH:20]=2)=[CH:12][C:11]=1[O:25][CH2:26][C:27]1[CH:32]=[CH:31][CH:30]=[CH:29][CH:28]=1)[C:2]1[CH:7]=[CH:6][CH:5]=[CH:4][CH:3]=1.C(=O)([O-])[O-].[Cs+].[Cs+].O.[CH2:41]1[CH2:45]OC[CH2:42]1>C1C=CC([P]([Pd]([P](C2C=CC=CC=2)(C2C=CC=CC=2)C2C=CC=CC=2)([P](C2C=CC=CC=2)(C2C=CC=CC=2)C2C=CC=CC=2)[P](C2C=CC=CC=2)(C2C=CC=CC=2)C2C=CC=CC=2)(C2C=CC=CC=2)C2C=CC=CC=2)=CC=1>[CH2:1]([O:8][C:9](=[O:33])[C:10]1[CH:15]=[C:14]([C:41]([CH3:45])=[CH2:42])[C:13]([O:17][CH2:18][C:19]2[CH:24]=[CH:23][CH:22]=[CH:21][CH:20]=2)=[CH:12][C:11]=1[O:25][CH2:26][C:27]1[CH:32]=[CH:31][CH:30]=[CH:29][CH:28]=1)[C:2]1[CH:7]=[CH:6][CH:5]=[CH:4][CH:3]=1 |f:1.2.3,^1:49,51,70,89|. Procedure details: To a mixture of 2,4-bis-benzyloxy-5-bromo-benzoic acid benzyl ester (42.9 g, 85.7 mmol), potassium isopropenyl trifluoroborate (14.0 g, 95.2 mmol) and caesium carbonate (83.8 g, 257.1 mmol) in THF (800 mL) was added Pd(PPh3)4 (2.0 g) followed by water (150 mL). The mixture was heated at reflux for 72 h then allowed to cool to ambient. The mixture was reduced in vacuo to remove THF and then partitioned between water (500 mL) and EtOAc (300 mL). The organic portion was washed with brine, dried (Mg... Starting materials: BrC=1C=CC=C2C(CC3(CCN(CC3)C(=O)OC(C)(C)C)C12)C(C(=O)OCC)C (Tert-butyl 7-bromo-3-(1-ethoxy-1-oxopropan-2-yl)-2,3-dihydrospiro[indene-1,4′-piperidine]-1′-carboxylate). Solvent: C(=O)(C(F)(F)F)O (TFA). The product is BrC=1C=CC=C2C(CC3(CCNCC3)C12)C(C(=O)OCC)C (ethyl 2-(7-bromo-2,3-dihydrospiro[indene-1,4′-piperidine]-3-yl)propanoate). The yield is 0.1%. Reaction SMILES: [Br:1][C:2]1[CH:3]=[CH:4][CH:5]=[C:6]2[C:22]=1[C:9]1([CH2:14][CH2:13][N:12](C(OC(C)(C)C)=O)[CH2:11][CH2:10]1)[CH2:8][CH:7]2[CH:23]([CH3:29])[C:24]([O:26][CH2:27][CH3:28])=[O:25]>C(O)(C(F)(F)F)=O>[Br:1][C:2]1[CH:3]=[CH:4][CH:5]=[C:6]2[C:22]=1[C:9]1([CH2:10][CH2:11][NH:12][CH2:13][CH2:14]1)[CH2:8][CH:7]2[CH:23]([CH3:29])[C:24]([O:26][CH2:27][CH3:28])=[O:25]. Reported procedure: Tert-butyl 7-bromo-3-(1-ethoxy-1-oxopropan-2-yl)-2,3-dihydrospiro[indene-1,4′-piperidine]-1′-carboxylate (300 mg, 0.645 mol) was dissolved in 20% TFA at 0° C. The reaction mixture was stirred for 1′ h at rt. The solvent was removed under reduced pressure to give ethyl 2-(7-bromo-2,3-dihydrospiro[indene-1,4′-piperidine]-3-yl)propanoate (235 mg, 100%). 1H NMR: (400 MHz, CDCl3): δ=0.98 (d, 3H), 1.23 (t, 3H), 1.61-1.73 (m, 4H), 2.42 (m, 1H), 2.73 (m, 1H), 3.01 (m, 1H), 3.23 (m, 3H), 3.48 (m, 3H), 3....